Dataset: the Open Reaction Database (ORD), a public repository of structured organic reaction records. Task: describe an organic reaction: reactants, conditions, products, and yield The reactants are CCO, CCOC(=O)C=C1CCCc2c1ccn2C. The product is CCOC(=O)CC1CCCc2c1ccn2C. RXN SMILES: [CH3:17][CH2:18][OH:19].[CH3:1][n:2]1[cH:3][cH:4][c:5]2[c:10]1[CH2:9][CH2:8][CH2:7][C:6]2=[CH:11][C:12](=[O:13])[O:14][CH2:15][CH3:16]>>[CH3:1][n:2]1[cH:3][cH:4][c:5]2[c:10]1[CH2:9][CH2:8][CH2:7][CH:6]2[CH2:11][C:12](=[O:13])[O:14][CH2:15][CH3:16]. The reactants are CCCCc1nc(Cl)c(C=O)n1Cc1ccc2nn(-c3ccccc3C(=O)OCC)c(Br)c2c1, CCO, [K+], [OH-], O. Product: CCCCc1nc(Cl)c(C=O)n1Cc1ccc2nn(-c3ccccc3C(=O)O)c(Br)c2c1. As a reaction SMILES: [CH2:6]([CH2:7][CH2:8][CH3:9])[c:10]1[n:11]([CH2:18][c:19]2[cH:20][c:21]3[c:22]([Br:39])[n:23](-[c:28]4[c:29]([C:34](=[O:35])[O:36][CH2:37][CH3:38])[cH:30][cH:31][cH:32][cH:33]4)[n:24][c:25]3[cH:26][cH:27]2)[c:12]([CH:16]=[O:17])[c:13]([Cl:15])[n:14]1.[CH3:1][CH2:2][OH:3].[K+:5].[OH-:4].[OH2:40]>>[CH2:6]([CH2:7][CH2:8][CH3:9])[c:10]1[n:11]([CH2:18][c:19]2[cH:20][c:21]3[c:22]([Br:39])[n:23](-[c:28]4[c:29]([C:34](=[O:35])[OH:36])[cH:30][cH:31][cH:32][cH:33]4)[n:24][c:25]3[cH:26][cH:27]2)[c:12]([CH:16]=[O:17])[c:13]([Cl:15])[n:14]1. The reactants are COCC1=C(C=CC(=C1)C(=O)O)C1=C(C=CC=C1)C (2-(methoxymethyl)-2′-methyl biphenyl-4-carboxylic acid), NC(C1=CC(=C(C(=O)OC)C=C1OC)F)=NO (methyl 4-[amino(hydroxyimino)methyl]-2-fluoro-5-methoxybenzoate). Product: FC1=C(C(=O)OC)C=C(C(=C1)C1=NOC(=N1)C1=CC(=C(C=C1)C1=C(C=CC=C1)C)COC)OC (methyl 2-fluoro-5-methoxy-4-{5-[2-(methoxymethyl)-2′-methylbiphenyl-4-yl]-1,2,4-oxadiazol-3-yl}benzoate). RXN SMILES: [CH3:1][O:2][CH2:3][C:4]1[CH:9]=[C:8]([C:10]([OH:12])=O)[CH:7]=[CH:6][C:5]=1[C:13]1[CH:18]=[CH:17][CH:16]=[CH:15][C:14]=1[CH3:19].[NH2:20][C:21](=[N:35]O)[C:22]1[C:31]([O:32][CH3:33])=[CH:30][C:25]([C:26]([O:28][CH3:29])=[O:27])=[C:24]([F:34])[CH:23]=1>>[F:34][C:24]1[CH:23]=[C:22]([C:21]2[N:20]=[C:10]([C:8]3[CH:7]=[CH:6][C:5]([C:13]4[CH:18]=[CH:17][CH:16]=[CH:15][C:14]=4[CH3:19])=[C:4]([CH2:3][O:2][CH3:1])[CH:9]=3)[O:12][N:35]=2)[C:31]([O:32][CH3:33])=[CH:30][C:25]=1[C:26]([O:28][CH3:29])=[O:27]. Procedure details: The title compound was prepared following procedure described for example 4, step 1, but starting from Intermediate 28 (78.31 mg; 0.31 mmol) and Intermediate 57 (74 mg; 0.31 mmol). The reaction mixture was filtered through a SPE NH2 column (2 g) and rinsed with ACN. The filtrate was passed through a SPE SCX column (2 g) and rinsed with ACN. After evaporation of the solvents, the crude product was purified by flash chromatography (c-hex/(DCM/EtOAc 1:1) gradient from 1:0 to 1:1). The white solid w... Starting materials: Brc1cccc(Br)n1, CC(C)=O, CCOCC, [Li]CCCC. Product: CC(C)(O)c1cccc(Br)n1. RXN SMILES: [Br:1][c:2]1[n:3][c:4]([Br:8])[cH:5][cH:6][cH:7]1.[CH3:14][C:15]([CH3:16])=[O:17].[CH3:18][CH2:19][O:20][CH2:21][CH3:22].[CH3:9][CH2:10][CH2:11][CH2:12][Li:13]>>[c:2]1([C:15]([CH3:14])([CH3:16])[OH:17])[n:3][c:4]([Br:8])[cH:5][cH:6][cH:7]1.